The task is: describe an organic reaction: reactants, conditions, products, and yield. This data is from the Open Reaction Database (ORD), a public repository of structured organic reaction records. Reactants: CCCc1nc(CC)c(Br)c(=O)n1Cc1ccc(-c2ccccc2C#N)cc1, O=C([O-])[O-], C1COCCO1, CCOC(C)=O, [Cs+], [Cs+], CC1(C)CC(O)c2cc(B(O)O)ccc2O1. The product is CCCc1nc(CC)c(-c2ccc3c(c2)C(O)CC(C)(C)O3)c(=O)n1Cc1ccc(-c2ccccc2C#N)cc1. RXN SMILES: [Br:17][c:18]1[c:19]([CH2:43][CH3:44])[n:20][c:21]([CH2:40][CH2:41][CH3:42])[n:22]([CH2:25][c:26]2[cH:27][cH:28][c:29](-[c:32]3[c:33]([C:38]#[N:39])[cH:34][cH:35][cH:36][cH:37]3)[cH:30][cH:31]2)[c:23]1=[O:24].[C:51](=[O:52])([O-:53])[O-:54].[CH2:45]1[O:46][CH2:47][CH2:48][O:49][CH2:50]1.[CH3:57][CH2:58][O:59][C:60](=[O:61])[CH3:62].[Cs+:55].[Cs+:56].[OH:1][CH:2]1[CH2:3][C:4]([CH3:15])([CH3:16])[O:5][c:6]2[cH:7][cH:8][c:9]([B:12]([OH:13])[OH:14])[cH:10][c:11]21>>[OH:1][CH:2]1[CH2:3][C:4]([CH3:15])([CH3:16])[O:5][c:6]2[cH:7][cH:8][c:9](-[c:18]3[c:19]([CH2:43][CH3:44])[n:20][c:21]([CH2:40][CH2:41][CH3:42])[n:22]([CH2:25][c:26]4[cH:27][cH:28][c:29](-[c:32]5[c:33]([C:38]#[N:39])[cH:34][cH:35][cH:36][cH:37]5)[cH:30][cH:31]4)[c:23]3=[O:24])[cH:10][c:11]21. Reactants: OCc1ccccc1C1(O)CCN(CC2CC2)CC1, Cl. Product: c1ccc2c(c1)COC21CCN(CC2CC2)CC1, Cl. RXN SMILES: [CH:1]1([CH2:4][N:5]2[CH2:6][CH2:7][C:8]([c:11]3[c:12]([CH2:17][OH:18])[cH:13][cH:14][cH:15][cH:16]3)([OH:19])[CH2:9][CH2:10]2)[CH2:2][CH2:3]1.[ClH:20]>>[CH:1]1([CH2:4][N:5]2[CH2:6][CH2:7][C:8]3([CH2:9][CH2:10]2)[c:11]2[c:12]([cH:13][cH:14][cH:15][cH:16]2)[CH2:17][O:19]3)[CH2:2][CH2:3]1.[ClH:20]. Starting materials: BrCc1ccccc1, CC(C)(C)[O-], COC1(OC)CC(CO)C1, [K+], C1CCOC1. The product is COC1(OC)CC(COCc2ccccc2)C1. Reaction SMILES: [Br:17][CH2:18][c:19]1[cH:20][cH:21][cH:22][cH:23][cH:24]1.[CH3:11][C:12]([CH3:13])([O-:14])[CH3:15].[CH3:1][O:2][C:3]1([O:9][CH3:10])[CH2:4][CH:5]([CH2:7][OH:8])[CH2:6]1.[K+:16].[O:25]1[CH2:26][CH2:27][CH2:28][CH2:29]1>>[CH3:1][O:2][C:3]1([O:9][CH3:10])[CH2:4][CH:5]([CH2:7][O:8][CH2:18][c:19]2[cH:20][cH:21][cH:22][cH:23][cH:24]2)[CH2:6]1. Starting materials: NC1=C(C(N(C(N1)=O)C)=O)NCC1=CC=CC=C1 (6-amino-3-methyl-5-(phenylmethylamino)pyrimidine-2,4-dione), C(OCC)(OCC)OCC (triethyl orthoformate). The solvent is CN(C)C=O (DMF). Run at temperature 110 celsius. Yields the product CN1C(NC=2N=CN(C2C1=O)CC1=CC=CC=C1)=O (1-Methyl-7-(phenylmethyl)purine-2,6-dione). As a reaction SMILES: [NH2:1][C:2]1[NH:7][C:6](=[O:8])[N:5]([CH3:9])[C:4](=[O:10])[C:3]=1[NH:11][CH2:12][C:13]1[CH:18]=[CH:17][CH:16]=[CH:15][CH:14]=1.[CH:19](OCC)(OCC)OCC>CN(C=O)C>[CH3:9][N:5]1[C:4](=[O:10])[C:3]2[N:11]([CH2:12][C:13]3[CH:18]=[CH:17][CH:16]=[CH:15][CH:14]=3)[CH:19]=[N:1][C:2]=2[NH:7][C:6]1=[O:8]. Reported procedure: To 6-amino-3-methyl-5-(phenylmethylamino)pyrimidine-2,4-dione (24.6 g=0.1 mol) in DMF (125 ml) at 60° C. add triethyl orthoformate (75 ml=0.45 mol). Heat to 110° C. for 5 hr, cool in ice, filter, and wash with methanol, then ether, to obtain the title compound, m.p. 268°-71° C. The reactants are Cc1cc(N)no1, Nc1cc[nH]n1, C1CCOC1, O=C1Nc2ccccc2C1=CO. Product: Cc1cc(NC=C2C(=O)Nc3ccccc32)no1. RXN SMILES: [CH3:19][c:20]1[cH:21][c:22]([NH2:25])[n:23][o:24]1.[NH2:1][c:2]1[cH:3][cH:4][nH:5][n:6]1.[O:26]1[CH2:27][CH2:28][CH2:29][CH2:30]1.[OH:7][CH:8]=[C:9]1[C:10](=[O:18])[NH:11][c:12]2[cH:13][cH:14][cH:15][cH:16][c:17]21>>[CH:8](=[C:9]1[C:10](=[O:18])[NH:11][c:12]2[cH:13][cH:14][cH:15][cH:16][c:17]21)[NH:25][c:22]1[cH:21][c:20]([CH3:19])[o:24][n:23]1. Reactants: C1CCC2=NCCCN2CC1 (DBU), NC=1C=C(C=CC1)C1=CC=C(C=C1)C(CNS(=O)(=O)C(C)C)(C)F ({2-[4-(3-aminophenyl)phenyl]-2-fluoropropyl}[(methylethyl)sulfonyl]amine), C(Cl)Cl (methylene chloride), ClCS(=O)(=O)Cl (chloro-methane sulfonyl chloride). Solvent: O (H2O). Conditions: temperature 0 celsius, time 8 hour. Product: FC(CNS(=O)(=O)C(C)C)(C)C1=CC=C(C=C1)C1=CC(=CC=C1)NS(=O)(=O)C ([2-Fluoro-2-(4-{3-[(methylsulfonyl)amino]phenyl}phenyl)propyl][(methylethyl)sulfonyl]amine). Isolated yield 26.5%. RXN SMILES: C1CCN2C(=NCCC2)CC1.[NH2:12][C:13]1[CH:14]=[C:15]([C:19]2[CH:24]=[CH:23][C:22]([C:25]([F:35])([CH3:34])[CH2:26][NH:27][S:28]([CH:31]([CH3:33])[CH3:32])(=[O:30])=[O:29])=[CH:21][CH:20]=2)[CH:16]=[CH:17][CH:18]=1.C(Cl)Cl.Cl[CH2:40][S:41](Cl)(=[O:43])=[O:42]>O>[F:35][C:25]([C:22]1[CH:21]=[CH:20][C:19]([C:15]2[CH:16]=[CH:17][CH:18]=[C:13]([NH:12][S:41]([CH3:40])(=[O:43])=[O:42])[CH:14]=2)=[CH:24][CH:23]=1)([CH3:34])[CH2:26][NH:27][S:28]([CH:31]([CH3:32])[CH3:33])(=[O:30])=[O:29]. Procedure details: A 50 mL flask fitted with a stirrer and thermometer was charged with DBU (67 mg, 1.1 eq), {2-[4-(3-aminophenyl)phenyl]-2-fluoropropyl}[(methylethyl)sulfonyl]amine (140 mg, 0.44 mmol, prepared in example 5) and methylene chloride (10 mL) under an atmosphere of nitrogen, and cooled to 0° C. To this stirring solution was added dropwise chloro-methane sulfonyl chloride (69 mg, 1.5 eq). The reaction was allowed to warm to room temperature and stirred overnight at this temperature. In the morning, the...